This data is from the Open Reaction Database (ORD), a public repository of structured organic reaction records. The task is: describe an organic reaction: reactants, conditions, products, and yield Reactants: ice water, acetal, metallic base, [I-] (iodide), IC(C)C (2-iodopropane), [Na+].[I-] (NaI), C(C)OC(CCC(C#N)C1=CC(=C(C=C1)OC)OC)OCC (2-(3,3-diethoxypropyl)-2-(3,4-dimethoxyphenyl)acetonitrile), alkylhalide. The product is C(C)OC(CCC(C#N)(C1=CC(=C(C=C1)OC)OC)C(C)C)OCC (2-(3,3-diethoxypropyl)-2-(prop-2-yl)-2-(3,4-dimethoxyphenyl)acetonitrile). RXN SMILES: [CH2:1]([O:3][CH:4]([O:20][CH2:21][CH3:22])[CH2:5][CH2:6][CH:7]([C:10]1[CH:15]=[CH:14][C:13]([O:16][CH3:17])=[C:12]([O:18][CH3:19])[CH:11]=1)[C:8]#[N:9])[CH3:2].[I-].I[CH:25]([CH3:27])[CH3:26].[Na+].[I-]>>[CH2:1]([O:3][CH:4]([O:20][CH2:21][CH3:22])[CH2:5][CH2:6][C:7]([CH:25]([CH3:27])[CH3:26])([C:10]1[CH:15]=[CH:14][C:13]([O:16][CH3:17])=[C:12]([O:18][CH3:19])[CH:11]=1)[C:8]#[N:9])[CH3:2] |f:3.4|. Procedure: The resulting acetal derivative of formula 5 is then alkylated with about 1 eq of an alkylhalide using a strong metallic base and a catalytic amount of an iodide source, e.g., 2-iodopropane or NaI, in a polar aprotic solvent at about 10°-40° C. for 2-18 hours, followed by treatment with sufficient ice water to decompose excess base, to yield a dialkylated derivative of formula 6. For example, 2-(3,3-diethoxypropyl)-2-(3,4-dimethoxyphenyl)acetonitrile (5) in DMF is treated with a slight molar exc... The reactants are O=C(O)C(F)(F)F, CC(C)(C)OC(=O)c1ccc(-c2ccccc2)cc1NS(=O)(=O)C=Cc1ccccc1. Yields the product O=C(O)c1ccc(-c2ccccc2)cc1NS(=O)(=O)C=Cc1ccccc1. As a reaction SMILES: [OH:32][C:33]([C:34]([F:35])([F:36])[F:37])=[O:38].[c:1]1(-[c:7]2[cH:8][c:9]([NH:20][S:21](=[O:22])(=[O:23])[CH:24]=[CH:25][c:26]3[cH:27][cH:28][cH:29][cH:30][cH:31]3)[c:10]([C:11](=[O:12])[O:13][C:14]([CH3:15])([CH3:16])[CH3:17])[cH:18][cH:19]2)[cH:2][cH:3][cH:4][cH:5][cH:6]1>>[c:1]1(-[c:7]2[cH:8][c:9]([NH:20][S:21](=[O:22])(=[O:23])[CH:24]=[CH:25][c:26]3[cH:27][cH:28][cH:29][cH:30][cH:31]3)[c:10]([C:11](=[O:12])[OH:13])[cH:18][cH:19]2)[cH:2][cH:3][cH:4][cH:5][cH:6]1. Yields the product O=C=Nc1c(Cl)ccc(C(F)(F)F)c1Cl. Reactants: O=C(Cl)Cl, Nc1c(Cl)ccc(C(F)(F)F)c1Cl, C1COCCO1. Reaction SMILES: [Cl:14][C:15]([Cl:16])=[O:17].[Cl:1][c:2]1[c:3]([NH2:4])[c:5]([Cl:13])[cH:6][cH:7][c:8]1[C:9]([F:10])([F:11])[F:12].[O:18]1[CH2:19][CH2:20][O:21][CH2:22][CH2:23]1>>[Cl:1][c:2]1[c:3]([N:4]=[C:15]=[O:17])[c:5]([Cl:13])[cH:6][cH:7][c:8]1[C:9]([F:10])([F:11])[F:12]. The reactants are O=C1CCC(=O)N1Br, O=C(OOC(=O)c1ccccc1)c1ccccc1, ClC(Cl)(Cl)Cl, CCn1c(=O)n(COCC[Si](C)(C)C)c2c(C)cccc21, CC(C)(C#N)N=NC(C)(C)C#N. Yields the product CCn1c(=O)n(COCC[Si](C)(C)C)c2c(CBr)cccc21. As a reaction SMILES: [Br:22][N:23]1[C:24](=[O:25])[CH2:26][CH2:27][C:28]1=[O:29].[C:42]([O:43][O:44][C:45](=[O:46])[c:47]1[cH:48][cH:49][cH:50][cH:51][cH:52]1)(=[O:53])[c:54]1[cH:55][cH:56][cH:57][cH:58][cH:59]1.[C:60]([Cl:61])([Cl:62])([Cl:63])[Cl:64].[CH2:1]([CH3:2])[n:3]1[c:4](=[O:21])[n:5]([CH2:13][O:14][CH2:15][CH2:16][Si:17]([CH3:18])([CH3:19])[CH3:20])[c:6]2[c:7]1[cH:8][cH:9][cH:10][c:11]2[CH3:12].[N:30]([C:31]([CH3:32])([CH3:33])[C:34]#[N:35])=[N:36][C:37]([CH3:38])([CH3:39])[C:40]#[N:41]>>[CH2:1]([CH3:2])[n:3]1[c:4](=[O:21])[n:5]([CH2:13][O:14][CH2:15][CH2:16][Si:17]([CH3:18])([CH3:19])[CH3:20])[c:6]2[c:7]1[cH:8][cH:9][cH:10][c:11]2[CH2:12][Br:22].